This data is from the Open Reaction Database (ORD), a public repository of structured organic reaction records. The task is: describe an organic reaction: reactants, conditions, products, and yield The reactants are C(C)(C)(C)OC(=O)N1C[C@H]2CC3=CC(=C(N=C3N2[C@@H](C1)C)C(F)F)CO ((4R,9aR)-6-difluoromethyl-7-hydroxymethyl-4-methyl-3,4,9,9a-tetrahydro-1H-2,4a,5-triaza-fluorene-2-carboxylic acid tert-butyl ester), C(C)(C)(C)OC(=O)N1C[C@H]2CC3=CC(=C(N=C3N2[C@@H](C1)C)[C@@H](C)OC)C=O ((4R,9aR)-7-formyl-6-(1-(R)-methoxy-ethyl)-4-methyl-3,4,9,9a-tetrahydro-1H-2,4a,5-triaza-fluorene-2-carboxylic acid tert-butyl ester), [BH4-].[Na+] (sodium borohydride). Yields the product C(C)(C)(C)OC(=O)N1C[C@H]2CC3=CC(=C(N=C3N2[C@@H](C1)C)[C@@H](C)OC)CO ((4R,9aR)-7-Hydroxymethyl-6-(1-(R)-methoxy-ethyl)-4-methyl-3,4,9,9a-tetrahydro-1H-2,4a,5-triaza-fluorene-2-carboxylic acid tert-butyl ester). As a reaction SMILES: C(OC(N1C[C@@H](C)N2[C@H](CC3C2=NC(C(F)F)=C(CO)C=3)C1)=O)(C)(C)C.[C:27]([O:31][C:32]([N:34]1[CH2:46][C@@H:45]([CH3:47])[N:44]2[C@H:36]([CH2:37][C:38]3[C:43]2=[N:42][C:41]([C@H:48]([O:50][CH3:51])[CH3:49])=[C:40]([CH:52]=[O:53])[CH:39]=3)[CH2:35]1)=[O:33])([CH3:30])([CH3:29])[CH3:28].[BH4-].[Na+]>>[C:27]([O:31][C:32]([N:34]1[CH2:46][C@@H:45]([CH3:47])[N:44]2[C@H:36]([CH2:37][C:38]3[C:43]2=[N:42][C:41]([C@H:48]([O:50][CH3:51])[CH3:49])=[C:40]([CH2:52][OH:53])[CH:39]=3)[CH2:35]1)=[O:33])([CH3:30])([CH3:29])[CH3:28] |f:2.3|. Procedure details: This compound was prepared in analogy to example 15, intermediate b) from (4R,9aR)-7-formyl-6-(1-(R)-methoxy-ethyl)-4-methyl-3,4,9,9a-tetrahydro-1H-2,4a,5-triaza-fluorene-2-carboxylic acid tert-butyl ester and sodium borohydride.